describe an organic reaction: reactants, conditions, products, and yield From a dataset of the Open Reaction Database (ORD), a public repository of structured organic reaction records. Starting materials: saturated aqueous solution, [Cl-].[NH4+] (ammonium chloride), [H-].C(C(C)C)[Al+]CC(C)C (diisobutyl aluminium hydride), FC1=C(C#N)C(=CC=C1F)C(F)(F)F (2,3-difluoro-6-trifluoromethylbenzonitrile), resultant solution, S(O)(O)(=O)=O (sulfuric acid). The solvent is C1(=CC=CC=C1)C (toluene), ClCCl (dichloromethane). Run at temperature -78 celsius, time 1 hour. Product: FC1=C(C=O)C(=CC=C1F)C(F)(F)F (2,3-difluoro-6-trifluoromethylbenzaldehyde). Reaction SMILES: [F:1][C:2]1[C:9]([F:10])=[CH:8][CH:7]=[C:6]([C:11]([F:14])([F:13])[F:12])[C:3]=1[C:4]#N.[H-].C([Al+]CC(C)C)C(C)C.[Cl-].[NH4+].S(=O)(=O)(O)[OH:28]>ClCCl.C1(C)C=CC=CC=1>[F:1][C:2]1[C:9]([F:10])=[CH:8][CH:7]=[C:6]([C:11]([F:14])([F:13])[F:12])[C:3]=1[CH:4]=[O:28] |f:1.2,3.4|. Procedure: 2.0 g of 2,3-difluoro-6-trifluoromethylbenzonitrile was dissolved in 20 ml of anhydrous dichloromethane and the resultant solution was cooled down to -78° C. under a nitrogen atmosphere. To the solution was then gradually added dropwise with 7.1 ml of 1.5 M toluene solution of diisobutyl aluminium hydride (DIBAL) over 30 minutes. After stirring the solution at -78° C. for 1 hour, the solution was allowed to room temperature. The solution was then added with 7 ml of saturated aqueous solution of ... Reactants: ClC(C)Cl (dichloroethane), [K+].[Br-] (KBr), ClC(Cl)(Cl)SSC(OCC(F)([N+](=O)[O-])[N+](=O)[O-])(OCC(F)([N+](=O)[O-])[N+](=O)[O-])OCC([N+](=O)[O-])([N+](=O)[O-])F (tris(2-fluoro-2,2-dinitroethoxy)methyl trichloromethyl disulfide), ClCl (chlorine), N1C(NCC1)=O (2-Imidazolidone). Run in O (water), C(Cl)(Cl)Cl (chloroform), ClCCCl (1,2-dichloroethane), ClCCCl (1,2-dichloroethane). Reaction conditions: time 2 hour. The product is FC(COC(N1C(NCC1)=O)(OCC(F)([N+](=O)[O-])[N+](=O)[O-])OCC(F)([N+](=O)[O-])[N+](=O)[O-])([N+](=O)[O-])[N+](=O)[O-] (1-Tris(2-fluoro-2,2-dinitroethoxy)methyl-2-imidazolidone). RXN SMILES: ClC(SS[C:7]([O:28][CH2:29][C:30]([F:37])([N+:34]([O-:36])=[O:35])[N+:31]([O-:33])=[O:32])([O:18][CH2:19][C:20]([N+:25]([O-:27])=[O:26])([N+:22]([O-:24])=[O:23])[F:21])[O:8][CH2:9][C:10]([N+:15]([O-:17])=[O:16])([N+:12]([O-:14])=[O:13])[F:11])(Cl)Cl.ClCl.[NH:40]1[CH2:44][CH2:43][NH:42][C:41]1=[O:45].ClC(Cl)C.[K+].[Br-]>ClCCCl.O.C(Cl)(Cl)Cl>[F:11][C:10]([N+:15]([O-:17])=[O:16])([N+:12]([O-:14])=[O:13])[CH2:9][O:8][C:7]([O:28][CH2:29][C:30]([N+:34]([O-:36])=[O:35])([N+:31]([O-:33])=[O:32])[F:37])([O:18][CH2:19][C:20]([N+:25]([O-:27])=[O:26])([N+:22]([O-:24])=[O:23])[F:21])[N:40]1[CH2:44][CH2:43][NH:42][C:41]1=[O:45] |f:4.5|. Procedure: A solution of 19.6 g (0.03 mol) of tris(2-fluoro-2,2-dinitroethoxy)methyl trichloromethyl disulfide in 55 ml of dry 1,2-dichloroethane at 55°-60° C. was treated with chlorine gas for 2 hours, then held at 55°-60° C. for 2 hours before the solvent was removed with a stream of nitrogen. The residue was washed three times with hexane to give a white solid which was dissolved in 60 ml of dry 1,2-dichloroethane. 2-Imidazolidone (6.0 g, 0.069 mol) was added and the mixture was stirred at ambient tempe...